From a dataset of the Open Reaction Database (ORD), a public repository of structured organic reaction records. describe an organic reaction: reactants, conditions, products, and yield Reactants: FC(F)P(C1=CC=CC=C1)(C1=CC=CC=C1)=O (difluoromethyldiphenylphosphine oxide), C(C)(C)[N-]C(C)C.[Li+] (lithium diisopropylamide), O1C(CCCC1)OC1=CC=2CC[C@H]3[C@@H]4CCC([C@@]4(C)CC=C3C2C=C1)=O (3-tetrahydropyranyloxy-estra-1,3,5(10),9(11)-tetraen-17-one). The solvent is C(C)(=O)OCC (ethyl acetate), O1CCCC1 (tetrahydrofuran), O1CCCC1 (tetrahydrofuran), C(C)(=O)OCC (ethyl acetate), O (water). Run at time 1 hour. Yields the product FC(=C1[C@]2(C)[C@@H](CC1)[C@@H]1CCC=3C=C(C=CC3C1=CC2)OC2OCCCC2)F (17-difluoromethylene-3-tetrahydropyranyloxy-estra-1,3,5(10),9(11)-tetraene). Yield: 42.6%. Reaction SMILES: [F:1][CH:2](P(=O)(C1C=CC=CC=1)C1C=CC=CC=1)[F:3].C([N-]C(C)C)(C)C.[Li+].[O:26]1[CH2:31][CH2:30][CH2:29][CH2:28][CH:27]1[O:32][C:33]1[CH:50]=[CH:49][C:48]2[C:47]3[C@H:38]([C@H:39]4[C@@:43]([CH2:45][CH:46]=3)([CH3:44])[C:42](=O)[CH2:41][CH2:40]4)[CH2:37][CH2:36][C:35]=2[CH:34]=1>O1CCCC1.C(OCC)(=O)C.O>[F:1][C:2]([F:3])=[C:36]1[CH2:37][CH2:38][C@H:39]2[C@H:40]3[C:47](=[CH:46][CH2:45][C@:43]12[CH3:44])[C:48]1[CH:35]=[CH:34][C:33]([O:32][CH:27]2[CH2:28][CH2:29][CH2:30][CH2:31][O:26]2)=[CH:50][C:49]=1[CH2:42][CH2:41]3 |f:1.2|. Procedure: A solution of 3.85 g of difluoromethyldiphenylphosphine oxide in 107 ml of tetrahydrofuran is slowly mixed with 7.6 ml of 2 M lithium diisopropylamide solution at a bath temperature of -50° C., and it is stirred for 1 hour. Then, a solution of 2.14 g of 3-tetrahydropyranyloxy-estra-1,3,5(10),9(11)-tetraen-17-one in 42 ml of tetrahydrofuran is slowly added, stirred for 15 minutes, slowly heated at a bath temperature of from -50° C. to 100° C. and refluxed for 2.5 hours. For working-up, it is dilu...